From a dataset of the Open Reaction Database (ORD), a public repository of structured organic reaction records. describe an organic reaction: reactants, conditions, products, and yield Reactants: ClC1(C(C(=O)O)C=CC(=C1)[N+](=O)[O-])N (2-Chloro-4-nitroanthranilic acid), [N+](=O)([O-])C=1C=C(C=CC1)O (3-nitrophenol), C([O-])([O-])=O.[K+].[K+] (potassium carbonate), cuprous iodide. Reagents/catalysts: [Cu] (copper bronze). The solvent is [N+](=O)([O-])C1=CC=CC=C1 (nitrobenzene), C(C)O (ethyl alcohol). Yields the product O(C1=CC=CC=C1)C1(C(C(=O)O)C=CC(=C1)[N+](=O)[O-])N (2-phenoxy-4-nitroanthranilic acid). RXN SMILES: Cl[C:2]1([NH2:14])[CH:10]=[C:9]([N+:11]([O-:13])=[O:12])[CH:8]=[CH:7][CH:3]1[C:4]([OH:6])=[O:5].[N+]([C:18]1[CH:19]=[C:20]([OH:24])[CH:21]=[CH:22][CH:23]=1)([O-])=O.C(=O)([O-])[O-].[K+].[K+]>[N+](C1C=CC=CC=1)([O-])=O.C(O)C.[Cu]>[O:24]([C:2]1([NH2:14])[CH:10]=[C:9]([N+:11]([O-:13])=[O:12])[CH:8]=[CH:7][CH:3]1[C:4]([OH:6])=[O:5])[C:20]1[CH:21]=[CH:22][CH:23]=[CH:18][CH:19]=1 |f:2.3.4|. Procedure details: 2-Chloro-4-nitroanthranilic acid (40.2 g, 0.2 mol) is stirred in nitrobenzene (250 mL) with 3-nitrophenol (31 g, 0.22 mol), potassium carbonate (42 g, 0.3 mole), copper bronze (1 g) and cuprous iodide (1 g) at 155° C. for 6 hours. The pure product is obtained by recrystallization in ethyl alcohol to give 2-phenoxy-4-nitroanthranilic acid. (See Goldberg, Walker, J. Chem. Soc. (1953), 1348). The reactants are C(\C=C\C(=O)O)(=O)O.N1(C=CC=C1)C=1C=C(C=NC1)N1CCNCCC1 (1-(5-(1-Pyrrolyl)-3-Pyridyl)-Homopiperazine Fumaric Acid Salt), ClC=1C=NC=C(C1)N1C=CC=C1 (3-chloro-5-(1-pyrrolyl)-pyridine), N1CCNCCC1 (homopiperazine), CC(C)([O-])C.[K+] (potassium tert-butoxide), [OH-].[Na+] (Sodium hydroxide). Solvent: COCCOC (1,2-dimethoxyethane). The product is N (ammonia), CN1CCN(CCC1)C=1C=NC=CC1 (4-Methyl-1-(3-Pyridyl)-Homopiperazine). Reaction SMILES: [C:1](O)(=O)/C=C/C(O)=O.[N:9]1([C:14]2[CH:15]=[C:16]([N:20]3[CH2:26][CH2:25][CH2:24][NH:23][CH2:22][CH2:21]3)[CH:17]=[N:18][CH:19]=2)C=CC=C1.ClC1C=NC=C(N2C=CC=C2)C=1.N1CCCNCC1.CC(C)([O-])C.[K+].[OH-].[Na+]>COCCOC>[NH3:9].[CH3:1][N:23]1[CH2:24][CH2:25][CH2:26][N:20]([C:16]2[CH:17]=[N:18][CH:19]=[CH:14][CH:15]=2)[CH2:21][CH2:22]1 |f:0.1,4.5,6.7|. Reported procedure: A solution of 1-(3-pyridyl)-homopiperazine (0.42 g, 2.4 mmol), formic acid (3.3 g, 71.7 mmol), formaldehyde (2.1 g, 37%) and water (10 ml) was stirred at reflux for 15 hours. The mixture was evaporated and sodium hydroxide (15 ml, 4 M) was added and the product was extracted two times with ethyl acetate (15 ml). The product was obtained as an oil. Yield 0.46 g, 100%. 3,5-Bis-(N,N′-Homopiperazinyl)-Pyridine Fumaric Acid Salt (Compound 2A2) Was prepared according to method A from 1-[5-(1-(4-tert- ... Procedure details: 3.1 g of 4-[(3,4-dihydro-2-methyl-2H-1-benzopyran-6-yl)ethyloxy]phenyl isocyanate was dissolved into 30 ml of toluene, and 0.9 g of dimethylamine dissolved in 5 ml of toluene was slowly added dropwise thereto at room temperature. After the mixture was stirred at room temperature for 2 hours, toluene was distilled off under a reduced pressure and the residue was recrystallized from ethyl acetate to obtain 2.7 g of Compound No. 67 shown in Table 4. The solvent is C1(=CC=CC=C1)C (toluene), C1(=CC=CC=C1)C (toluene). The reactants are CC1OC2=C(CC1)C=C(C=C2)CCOC2=CC=C(C=C2)N=C=O (4-[(3,4-dihydro-2-methyl-2H-1-benzopyran-6-yl)ethyloxy]phenyl isocyanate), CNC (dimethylamine). As a reaction SMILES: [CH3:1][CH:2]1[CH2:7][CH2:6][C:5]2[CH:8]=[C:9]([CH2:12][CH2:13][O:14][C:15]3[CH:20]=[CH:19][C:18]([N:21]=[C:22]=[O:23])=[CH:17][CH:16]=3)[CH:10]=[CH:11][C:4]=2[O:3]1.[CH3:24][NH:25][CH3:26]>C1(C)C=CC=CC=1>[CH3:1][CH:2]1[CH2:7][CH2:6][C:5]2[CH:8]=[C:9]([CH2:12][CH2:13][O:14][C:15]3[CH:16]=[CH:17][C:18]([NH:21][C:22]([N:25]([CH3:26])[CH3:24])=[O:23])=[CH:19][CH:20]=3)[CH:10]=[CH:11][C:4]=2[O:3]1. Isolated yield 76.0%. The product is CC1OC2=C(CC1)C=C(C=C2)CCOC2=CC=C(C=C2)NC(=O)N(C)C (1-{4-[(3,4-dihydro-2-methyl-2H-1-benzopyran-6-yl)ethyloxy]phenyl}-3,3-dimethylurea). Conditions: time 2 hour. Reactants: O=C([O-])[O-], C=CCBr, CCOC(=O)c1oc2cccc(O)c2c1C, CC(C)=O, [K+], [K+]. Yields the product C=CCOc1cccc2oc(C(=O)OCC)c(C)c12. Reaction SMILES: [C:21](=[O:22])([O-:23])[O-:24].[CH2:17]([CH:18]=[CH2:19])[Br:20].[CH2:1]([CH3:2])[O:3][C:4](=[O:5])[c:6]1[o:7][c:8]2[c:9]([c:10]1[CH3:11])[c:12]([OH:16])[cH:13][cH:14][cH:15]2.[CH3:27][C:28](=[O:29])[CH3:30].[K+:25].[K+:26]>>[CH2:1]([CH3:2])[O:3][C:4](=[O:5])[c:6]1[o:7][c:8]2[c:9]([c:10]1[CH3:11])[c:12]([O:16][CH2:19][CH:18]=[CH2:17])[cH:13][cH:14][cH:15]2. Starting materials: C(C)(C)(C)OC(=O)CN1CN(C2(C1=O)CCN(CC2)C2(CCCCCC2)C2=CC=CC=C2)C2=CC=CC=C2 (3-t-butoxycarbonylmethyl-1-phenyl-8-(1-phenylcycloheptyl)-1,3,8-triazaspiro[4.5]decan-4-one), Cl (HCl). The solvent is CO (methanol). Run at temperature 60 celsius, time 16 hour. Product: COC(=O)CN1CN(C2(C1=O)CCN(CC2)C2(CCCCCC2)C2=CC=CC=C2)C2=CC=CC=C2 (3-Methoxycarbonylmethyl-1-phenyl-8-(1-phenylcycloheptyl)-1,3,8-triazaspiro[4.5]decan-4-one). The yield is 74.9%. RXN SMILES: [C:1]([O:5][C:6]([CH2:8][N:9]1[C:13](=[O:14])[C:12]2([CH2:19][CH2:18][N:17]([C:20]3([C:27]4[CH:32]=[CH:31][CH:30]=[CH:29][CH:28]=4)[CH2:26][CH2:25][CH2:24][CH2:23][CH2:22][CH2:21]3)[CH2:16][CH2:15]2)[N:11]([C:33]2[CH:38]=[CH:37][CH:36]=[CH:35][CH:34]=2)[CH2:10]1)=[O:7])(C)(C)C.Cl>CO>[CH3:1][O:5][C:6]([CH2:8][N:9]1[C:13](=[O:14])[C:12]2([CH2:19][CH2:18][N:17]([C:20]3([C:27]4[CH:32]=[CH:31][CH:30]=[CH:29][CH:28]=4)[CH2:21][CH2:22][CH2:23][CH2:24][CH2:25][CH2:26]3)[CH2:16][CH2:15]2)[N:11]([C:33]2[CH:34]=[CH:35][CH:36]=[CH:37][CH:38]=2)[CH2:10]1)=[O:7]. Procedure: A mixture of 3-t-butoxycarbonylmethyl-1-phenyl-8-(1-phenylcycloheptyl)-1,3,8-triazaspiro[4.5]decan-4-one (prepared in Preparation 4, 100 mg, 0.193 mmol) and HCl solution in methanol (10 ml) was stirred at 60° C for 16 h. After evaporation of the solvent, the residue was basified with 25% NH4OH and extracted with CH2Cl2. The extracts combined were dried(Na2SO4), filtered, and concentrated. The residue was purified by preparative TLC (1 mm plate×2, hex/acetone:5/2) to give 68.8 mg (75.1%)of title ... The reactants are ice, S(=O)(Cl)Cl (thionyl chloride), C([O-])([O-])=O.[K+].[K+] (potassium carbonate), COC=1C=C(CO)C=C(C1OC)OC (3,4,5-trimethoxybenzyl alcohol). The solvent is C1=CC=CC=C1 (benzene), C1=CC=CC=C1 (benzene). Conditions: time 15 minute. The product is COC=1C=C(CCl)C=C(C1OC)OC (3,4,5-Trimethoxybenzyl chloride), solid. RXN SMILES: [CH3:1][O:2][C:3]1[CH:4]=[C:5]([CH:8]=[C:9]([O:13][CH3:14])[C:10]=1[O:11][CH3:12])[CH2:6]O.S(Cl)([Cl:17])=O.C(=O)([O-])[O-].[K+].[K+]>C1C=CC=CC=1>[CH3:1][O:2][C:3]1[CH:4]=[C:5]([CH:8]=[C:9]([O:13][CH3:14])[C:10]=1[O:11][CH3:12])[CH2:6][Cl:17] |f:2.3.4|. Reported procedure: In 40 ml of benzene was dissolved 10 g of 3,4,5-trimethoxybenzyl alcohol. To the resulting solution was dropwise added under chilling with ice 10 ml of benzene solution containing 7.6 g of thionyl chloride. After the addition was complete, the mixture was stirred at room temperature for 15 min. The reaction solution was poured into a chilled aqueous potassium carbonate, and a separated benzene portion was collected. The benzene portion was washed with a saturated aqueous sodium chloride solution... Reactants: BrC1=NC(=CC=C1)C=CC=1N(C=C(N1)C1=CC=CC=C1)C (2-Bromo-6-(2-(1-methyl-4-phenyl-1H-imidazol-2-yl)vinyl)pyridine), N1C=NC=C1 (imidazole), C(=O)([O-])[O-].[K+].[K+] (K2CO3). Reagents/catalysts: [Cu]I (CuI). Solvent: CN(C=O)C (dimethylformamide). Product: N1(C=NC=C1)C1=NC(=CC=C1)C=CC=1N(C=C(N1)C1=CC=CC=C1)C (2-(1H-imidazol-1-yl)-6-(2-(1-methyl-4-phenyl-1H-imidazol-2-yl)-vinyl)pyridine). The yield is 58.0%. As a reaction SMILES: Br[C:2]1[CH:7]=[CH:6][CH:5]=[C:4]([CH:8]=[CH:9][C:10]2[N:11]([CH3:21])[CH:12]=[C:13]([C:15]3[CH:20]=[CH:19][CH:18]=[CH:17][CH:16]=3)[N:14]=2)[N:3]=1.[NH:22]1[CH:26]=[CH:25][N:24]=[CH:23]1.C([O-])([O-])=O.[K+].[K+]>CN(C)C=O.[Cu]I>[N:22]1([C:2]2[CH:7]=[CH:6][CH:5]=[C:4]([CH:8]=[CH:9][C:10]3[N:11]([CH3:21])[CH:12]=[C:13]([C:15]4[CH:20]=[CH:19][CH:18]=[CH:17][CH:16]=4)[N:14]=3)[N:3]=2)[CH:26]=[CH:25][N:24]=[CH:23]1 |f:2.3.4|. Procedure details: 2-Bromo-6-(2-(1-methyl-4-phenyl-1H-imidazol-2-yl)vinyl)pyridine (102 mg, 0.3 mmol), imidazole (41 mg, 0.6 mmol), CuI (6 mg, 0.03 mmol), and K2CO3 (124 mg, 0.9 mmol) were mixed in dimethylformamide (2 mL). The resulting solution was heated for 5 h in a microwave reactor held at a constant temperature of 160° C. The crude product was purified using reverse phase column chromatography to give 2-(1H-imidazol-1-yl)-6-(2-(1-methyl-4-phenyl-1H-imidazol-2-yl)-vinyl)pyridine (57 mg). MS (ESI): m/z 328 [M...